describe an organic reaction: reactants, conditions, products, and yield From a dataset of the Open Reaction Database (ORD), a public repository of structured organic reaction records. The reactants are C(C1=CC=CC=C1)OC1=C(C(=O)N[C@@H](CCC(N)=O)C(=O)N2CCN(CC2)C2=CC=CC=C2)C=CC(=C1)OCC1=CC=CC=C1 (1-(2,4-dibenzyloxybenzoyl-L-glutaminyl)-4-phenylpiperazine), Example 5 ( ii ). Reagents/catalysts: [C].[Pd] (Palladium-carbon). The solvent is [H][H] (hydrogen). Yields the product OC1=C(C(=O)N[C@@H](CCC(N)=O)C(=O)N2CCN(CC2)C2=CC=CC=C2)C=CC(=C1)O (1-(2,4-dihydroxybenzoyl-L-glutaminyl)-4-phenylpiperazine). Isolated yield 66.1%. RXN SMILES: C([O:8][C:9]1[CH:37]=[C:36]([O:38]CC2C=CC=CC=2)[CH:35]=[CH:34][C:10]=1[C:11]([NH:13][C@H:14]([C:20]([N:22]1[CH2:27][CH2:26][N:25]([C:28]2[CH:33]=[CH:32][CH:31]=[CH:30][CH:29]=2)[CH2:24][CH2:23]1)=[O:21])[CH2:15][CH2:16][C:17](=[O:19])[NH2:18])=[O:12])C1C=CC=CC=1>[H][H].[C].[Pd]>[OH:8][C:9]1[CH:37]=[C:36]([OH:38])[CH:35]=[CH:34][C:10]=1[C:11]([NH:13][C@H:14]([C:20]([N:22]1[CH2:27][CH2:26][N:25]([C:28]2[CH:29]=[CH:30][CH:31]=[CH:32][CH:33]=2)[CH2:24][CH2:23]1)=[O:21])[CH2:15][CH2:16][C:17](=[O:19])[NH2:18])=[O:12] |f:2.3|. Reported procedure: 10% Palladium-carbon (120 mg) was added to an ethanolic solution (20 ml) of 1-(2,4-dibenzyloxybenzoyl-L-glutaminyl)-4-phenylpiperazine (364 mg) and catalytic reduction was carried out for 6 hours at room temperature and under atmospheric pressure in hydrogen stream. Thereafter, treatments were effected in the same manner as in Example 5 (ii) to obtain powdery 1-(2,4-dihydroxybenzoyl-L-glutaminyl)-4-phenylpiperazine (169 mg). The reactants are S(=O)(=O)=O (sulphur trioxide), Br.Br.CC=1C(=NC=CC1)CCCCN (4-(3-methyl-2-pyridyl)butylamine dihydrobromide), amine, Br (hydrogen bromide). Run in FC(C(F)(Cl)Cl)(F)Cl (1,1,2-trifluorotrichloroethane), FC(C(F)(Cl)Cl)(F)Cl (1,1,2-trifluorotrichloroethane), ClCCl (dichloromethane). Yields the product BrC=1C=C(C(=NC1)CCCCN)C (4-(5-bromo-3-methyl-2-pyridyl)-butylamine). The yield is 51.5%. As a reaction SMILES: S(=O)(=O)=O.[BrH:5].Br.[CH3:7][C:8]1[C:9]([CH2:14][CH2:15][CH2:16][CH2:17][NH2:18])=[N:10][CH:11]=[CH:12][CH:13]=1.Br>FC(Cl)(F)C(Cl)(Cl)F.ClCCl>[Br:5][C:12]1[CH:13]=[C:8]([CH3:7])[C:9]([CH2:14][CH2:15][CH2:16][CH2:17][NH2:18])=[N:10][CH:11]=1 |f:1.2.3|. Procedure: A solution of sulphur trioxide (150 ml) in 1,1,2-trifluorotrichloroethane (350 ml) was added over ca 30 min. to a suspension of 4-(3-methyl-2-pyridyl)butylamine dihydrobromide (17 g) [prepared by passing hydrogen bromide gas through a solution of the amine in dichloromethane] in 1,1,2-trifluorotrichloroethane (100 ml) and the mixture was heated under reflux for ca 16 hr. The solvent was removed by distillation and unbrominated starting material was removed by acetylation as described in Example ... The reactants are NC1=NC(=C(C(=N1)OS(=O)(=O)C(F)(F)F)C#N)C=1OCCC1 (trifluoromethanesulfonic acid 2-amino-5-cyano-6-(4,5-dihydro-furan-2-yl)-pyrimidin-4-yl ester), C1(=CC=CC=C1)NCCN (N-phenylethylenediamine). Run in COCCOC (DME). Yields the product NC1=NC(=C(C(=N1)C=1OCCC1)C#N)NCCNC1=CC=CC=C1 (2-Amino-4-(4,5-dihydro-furan-2-yl)-6-(2-phenylamino-ethylamino)-pyrimidine-5-carbonitrile). As a reaction SMILES: [NH2:1][C:2]1[N:7]=[C:6](OS(C(F)(F)F)(=O)=O)[C:5]([C:16]#[N:17])=[C:4]([C:18]2[O:19][CH2:20][CH2:21][CH:22]=2)[N:3]=1.[C:23]1([NH:29][CH2:30][CH2:31][NH2:32])[CH:28]=[CH:27][CH:26]=[CH:25][CH:24]=1>COCCOC>[NH2:1][C:2]1[N:3]=[C:4]([C:18]2[O:19][CH2:20][CH2:21][CH:22]=2)[C:5]([C:16]#[N:17])=[C:6]([NH:32][CH2:31][CH2:30][NH:29][C:23]2[CH:28]=[CH:27][CH:26]=[CH:25][CH:24]=2)[N:7]=1. Procedure details: From trifluoromethanesulfonic acid 2-amino-5-cyano-6-(4,5-dihydro-furan-2-yl)-pyrimidin-4-yl ester and N-phenylethylenediamine in DME. ES-MS m/e (%): 323 (M+H+, 100). Reactants: C1(CCCCC1)P(C1=C(C=CC=C1)C1=C(C=C(C=C1C(C)C)C(C)C)C(C)C)C1CCCCC1 (dicyclohexyl(2′,4′,6′-triisopropylbiphenyl-2-yl)phosphine), CC(C)([O-])C.[Na+] (sodium tert-butoxide), O1CCN(CC1)C=1C=C(C=NC1)N (5-morpholinopyridin-3-amine), ClC1=C(C(=NC2=CC(=CC(=C12)F)F)C1=CC(=NC=C1)OC)C (4-chloro-5,7-difluoro-2-(2-methoxypyridin-4-yl)-3-methylquinoline). Reagents/catalysts: C=1C=CC(=CC1)/C=C/C(=O)/C=C/C2=CC=CC=C2.C=1C=CC(=CC1)/C=C/C(=O)/C=C/C2=CC=CC=C2.C=1C=CC(=CC1)/C=C/C(=O)/C=C/C2=CC=CC=C2.[Pd].[Pd] (Pd2dba3). Run in C1(=CC=CC=C1)C (toluene). The product is FC1=C2C(=C(C(=NC2=CC(=C1)F)C1=CC(=NC=C1)OC)C)NC=1C=NC=C(C1)N1CCOCC1 (5,7-difluoro-2-(2-methoxypyridin-4-yl)-3-methyl-N-(5-morpholinopyridin-3-yl)quinolin-4-amine). RXN SMILES: C1(P(C2CCCCC2)C2C=CC=CC=2C2C(C(C)C)=CC(C(C)C)=CC=2C(C)C)CCCCC1.[O:35]1[CH2:40][CH2:39][N:38]([C:41]2[CH:42]=[C:43]([NH2:47])[CH:44]=[N:45][CH:46]=2)[CH2:37][CH2:36]1.Cl[C:49]1[C:58]2[C:53](=[CH:54][C:55]([F:60])=[CH:56][C:57]=2[F:59])[N:52]=[C:51]([C:61]2[CH:66]=[CH:65][N:64]=[C:63]([O:67][CH3:68])[CH:62]=2)[C:50]=1[CH3:69].CC(C)([O-])C.[Na+]>C1(C)C=CC=CC=1.C1C=CC(/C=C/C(/C=C/C2C=CC=CC=2)=O)=CC=1.C1C=CC(/C=C/C(/C=C/C2C=CC=CC=2)=O)=CC=1.C1C=CC(/C=C/C(/C=C/C2C=CC=CC=2)=O)=CC=1.[Pd].[Pd]>[F:59][C:57]1[CH:56]=[C:55]([F:60])[CH:54]=[C:53]2[C:58]=1[C:49]([NH:47][C:43]1[CH:44]=[N:45][CH:46]=[C:41]([N:38]3[CH2:39][CH2:40][O:35][CH2:36][CH2:37]3)[CH:42]=1)=[C:50]([CH3:69])[C:51]([C:61]1[CH:66]=[CH:65][N:64]=[C:63]([O:67][CH3:68])[CH:62]=1)=[N:52]2 |f:3.4,6.7.8.9.10|. Procedure: The Buchwald coupled product was prepared according to Procedure H using dicyclohexyl(2′,4′,6′-triisopropylbiphenyl-2-yl)phosphine (0.024 g, 0.050 mmol), 5-morpholinopyridin-3-amine (0.067 g, 0.37 mmol), 4-chloro-5,7-difluoro-2-(2-methoxypyridin-4-yl)-3-methylquinoline (0.1 g, 0.31 mmol), Pd2dba3 (0.011 g, 0.012 mmol) and sodium tert-butoxide (0.075 g, 0.78 mmol) in toluene (3.1 mL) at 100° C. for 46.5 h. The crude product was purified by column chromatography on silica gel (0 to 100% DCM/MeOH/a... Reactants: C(C)(C)(C)OC(NC1=C(C=C(C(=C1)OCC)Cl)N)=O ((2-amino-4-chloro-5-ethoxy-phenyl)-carbamic acid tert-butyl ester), C(C)(C)(C)OC(CC(C1=CC(=CC=C1)C=1C=NC=CC1)=O)=O (3-oxo-3-(3-pyridin-3-yl-phenyl)-propionic acid tert-butyl ester). Yields the product C(C)(C)(C)OC(NC1=C(C=C(C(=C1)OCC)Cl)NC(CC(C1=CC(=CC=C1)C=1C=NC=CC1)=O)=O)=O ({4-Chloro-5-ethoxy-2-[3-oxo-3-(3-pyridin-3-yl-phenyl)-propionylamino]-phenyl}-carbamic acid tert-butyl ester), solid. Yield: 37.0%. As a reaction SMILES: [C:1]([O:5][C:6](=[O:19])[NH:7][C:8]1[CH:13]=[C:12]([O:14][CH2:15][CH3:16])[C:11]([Cl:17])=[CH:10][C:9]=1[NH2:18])([CH3:4])([CH3:3])[CH3:2].C([O:24][C:25](=O)[CH2:26][C:27](=[O:40])[C:28]1[CH:33]=[CH:32][CH:31]=[C:30]([C:34]2[CH:35]=[N:36][CH:37]=[CH:38][CH:39]=2)[CH:29]=1)(C)(C)C>>[C:1]([O:5][C:6](=[O:19])[NH:7][C:8]1[CH:13]=[C:12]([O:14][CH2:15][CH3:16])[C:11]([Cl:17])=[CH:10][C:9]=1[NH:18][C:25](=[O:24])[CH2:26][C:27](=[O:40])[C:28]1[CH:33]=[CH:32][CH:31]=[C:30]([C:34]2[CH:35]=[N:36][CH:37]=[CH:38][CH:39]=2)[CH:29]=1)([CH3:2])([CH3:3])[CH3:4]. Reported procedure: The title compound was prepared from (2-amino-4-chloro-5-ethoxy-phenyl)-carbamic acid tert-butyl ester (Example J25) (215 mg, 0.75 mmol) and 3-oxo-3-(3-pyridin-3-yl-phenyl)-propionic acid tert-butyl ester (Example K1) (223 mg, 0.75 mmol) according to the general procedure M. Obtained as an off-white solid (142 mg, 37%).